From a dataset of the Open Reaction Database (ORD), a public repository of structured organic reaction records. describe an organic reaction: reactants, conditions, products, and yield Starting materials: CC1CC(NN=C1C1=CC(=C(C=C1)NC(C1=CC=C(C=C1)OC)=O)[N+](=O)[O-])=O (5-methyl-6-[3-nitro-4-(4-methoxy-benzoylamino)-phenyl]-3-oxo-4,5-dihydro-2H-pyridazine), [H][H] (hydrogen). The reagents and catalysts are [Pd] (palladium charcoal). The solvent is C(C)O (ethanol). Yields the product CC1CC(NN=C1C1=CC(=C(C=C1)NC(C1=CC=C(C=C1)OC)=O)N)=O (5-Methyl-6-[3-amino-4-(4-methoxy-benzoylamino)phenyl]-3-oxo-4,5-dihydro-2H-pyridazine). Reaction SMILES: [CH3:1][CH:2]1[C:7]([C:8]2[CH:13]=[CH:12][C:11]([NH:14][C:15](=[O:24])[C:16]3[CH:21]=[CH:20][C:19]([O:22][CH3:23])=[CH:18][CH:17]=3)=[C:10]([N+:25]([O-])=O)[CH:9]=2)=[N:6][NH:5][C:4](=[O:28])[CH2:3]1.[H][H]>C(O)C.[Pd]>[CH3:1][CH:2]1[C:7]([C:8]2[CH:13]=[CH:12][C:11]([NH:14][C:15](=[O:24])[C:16]3[CH:21]=[CH:20][C:19]([O:22][CH3:23])=[CH:18][CH:17]=3)=[C:10]([NH2:25])[CH:9]=2)=[N:6][NH:5][C:4](=[O:28])[CH2:3]1. Procedure details: 9.8 gm of 5-methyl-6-[3-nitro-4-(4-methoxy-benzoylamino)-phenyl]-3-oxo-4,5-dihydro-2H-pyridazine were dissolved in 1000 ml of ethanol and hydrogenated for 24 hours at room temperature with a hydrogen pressure of 5 bar in the presence of 1 gm of 10% palladium charcoal. The obtained precipitate was suction filtered and used in the next step without removing the catalyst. A further fraction of the product can be obtained from the mother liquors. Starting materials: COC(=O)C=1OC(=CC1)OC=1C=CC(C2=C3C(=NC21)CCCC3C3=CC(=CC=C3)OC)CCCCCCCC (5-[[1,2,3,4tetrahydro-1-(3-methoxyphenyl)-9octyl-9 H-dibenzo[b,d ]pyrrol-6yl]oxy]-2-furancarboxylic acid methyl ester), C(CCCCCCC)C1CCCC2=NC=3C(=C21)C(C=CC3OC3=CC=C(O3)C(=O)O)CCCCCCCC (rac-5-[[1,2,3,4-tetrahydro-1,9-dioctyl-9H-dibenzo[b,d]pyrrol-6-yl]oxy]-2-furancarboxylic acid). Yields the product COC=1C=C(C=CC1)C1CCCC2=NC=3C(=C21)C(C=CC3OC3=CC=C(O3)C(=O)O)CCCCCCCC (rac-5-[[1,2,3,4-tetrahydro-1-(3-methoxyphenyl)-9-octyl-9H-dibenzo[b,d]pyrrol-6-yl]oxy]-2-furancarboxylic acid). RXN SMILES: C[O:2][C:3]([C:5]1[O:6][C:7]([O:10][C:11]2[CH:12]=[CH:13][CH:14]([CH2:32][CH2:33][CH2:34][CH2:35][CH2:36][CH2:37][CH2:38][CH3:39])[C:15]3[C:19]=2[N:18]=[C:17]2[CH2:20][CH2:21][CH2:22][CH:23]([C:24]4[CH:29]=[CH:28][CH:27]=[C:26]([O:30][CH3:31])[CH:25]=4)[C:16]=32)=[CH:8][CH:9]=1)=[O:4].C(C1C2C(=NC3C=2C(CCCCCCCC)C=CC=3OC2OC(C(O)=O)=CC=2)CCC1)CCCCCCC>>[CH3:31][O:30][C:26]1[CH:25]=[C:24]([CH:23]2[C:16]3[C:17](=[N:18][C:19]4[C:15]=3[CH:14]([CH2:32][CH2:33][CH2:34][CH2:35][CH2:36][CH2:37][CH2:38][CH3:39])[CH:13]=[CH:12][C:11]=4[O:10][C:7]3[O:6][C:5]([C:3]([OH:4])=[O:2])=[CH:9][CH:8]=3)[CH2:20][CH2:21][CH2:22]2)[CH:29]=[CH:28][CH:27]=1. Procedure: Using the procedure of Example 137, 3.2 g of the methyl ester from Example 130 was saponified to 1.9 g (61%) of rac-5-[[1,2,3,4-tetrahydro-1,9-dioctyl-9H-dibenzo[b,d]pyrrol-6-yl]oxy]-2-furancarboxylic acid as a white foam. Starting materials: C(CCCCCCCCC#CC#CCCCCCCCCCC)(=O)O (10,12-tricosadiynoic acid), CO (methanol), C(Cl)(Cl)Cl (chloroform), C(CCCCCCCCC#CC#CCCCCCCCCCCCC)(=O)OC (methyl 10,12-pentacosadiynoate), C(CCCCCCCCC#CC#CCCCCCCCCCCCC)(=O)OC (methyl 10,12-pentacosadiynoate). Reagents/catalysts: S(O)(O)(=O)=O (sulfuric acid). Solvent: C(C)O (ethanol). Product: C(CCCCCCCCC#CC#CCCCCCCCCCC)(=O)OC (methyl 10,12-tricosadiynoate). Reaction SMILES: C(O)(=O)CCCCCCCCC#CC#CCCCCCCCCCC.CO.C(Cl)(Cl)Cl.[C:32]([O:58][CH3:59])(=[O:57])[CH2:33][CH2:34][CH2:35][CH2:36][CH2:37][CH2:38][CH2:39][CH2:40][C:41]#[C:42][C:43]#[C:44][CH2:45][CH2:46][CH2:47][CH2:48][CH2:49][CH2:50][CH2:51][CH2:52][CH2:53][CH2:54]CC>S(=O)(=O)(O)O.C(O)C>[C:32]([O:58][CH3:59])(=[O:57])[CH2:33][CH2:34][CH2:35][CH2:36][CH2:37][CH2:38][CH2:39][CH2:40][C:41]#[C:42][C:43]#[C:44][CH2:45][CH2:46][CH2:47][CH2:48][CH2:49][CH2:50][CH2:51][CH2:52][CH2:53][CH3:54]. Procedure details: 10,12-tricosadiynoic acid (10 gm, GFS Chemicals) was dissolved in a solution containing 10 ml methanol (HPLC grade) and 10 ml chloroform (HPLC grade). The solution was stirred at room temperature and 10 drops of neat sulfuric acid was added drop wise. The solution was warmed to 100° F. for 2 hour. The reaction mixture was purified using column chromatography. The product (MeTDA) was dried using a rotovap and the material stored in a chloroform solution. The solid form of MeTDA was very unstable ... Starting materials: CC(C)(C)OC(=O)N1CCCC1CNc1ccc(Oc2ccccc2)cc1, Cl, C1COCCO1. The product is c1ccc(Oc2ccc(NCC3CCCN3)cc2)cc1. Reaction SMILES: [C:1]([O:2][C:3](=[O:4])[N:8]1[CH:9]([CH2:13][NH:14][c:15]2[cH:16][cH:17][c:18]([O:21][c:22]3[cH:23][cH:24][cH:25][cH:26][cH:27]3)[cH:19][cH:20]2)[CH2:10][CH2:11][CH2:12]1)([CH3:5])([CH3:6])[CH3:7].[ClH:28].[O:29]1[CH2:30][CH2:31][O:32][CH2:33][CH2:34]1>>[NH:8]1[CH:9]([CH2:13][NH:14][c:15]2[cH:16][cH:17][c:18]([O:21][c:22]3[cH:23][cH:24][cH:25][cH:26][cH:27]3)[cH:19][cH:20]2)[CH2:10][CH2:11][CH2:12]1. Reactants: [OH-].[Na+] (sodium hydroxide), C(C)(=O)NC1=C(C=CC(=C1)[N+](=O)[O-])O (2-acetylamino-4-nitrophenol), [K] (potassium), CN(CCCCl)C (γ-dimethylaminopropyl chloride). Solvent: O (water), CN(C=O)C (dimethylformamide). Conditions: temperature 60 celsius. Yields the product CN(C)CCCOC1=C(C=C(C=C1)[N+](=O)[O-])NC(C)=O (2-acetylamino-4-nitrophenyl γ-N,N-dimethylaminopropyl ether). As a reaction SMILES: [C:1]([NH:4][C:5]1[CH:10]=[C:9]([N+:11]([O-:13])=[O:12])[CH:8]=[CH:7][C:6]=1[OH:14])(=[O:3])[CH3:2].[K].[CH3:16][N:17]([CH3:22])[CH2:18][CH2:19][CH2:20]Cl.[OH-].[Na+]>O.CN(C)C=O>[CH3:16][N:17]([CH2:18][CH2:19][CH2:20][O:14][C:6]1[CH:7]=[CH:8][C:9]([N+:11]([O-:13])=[O:12])=[CH:10][C:5]=1[NH:4][C:1](=[O:3])[CH3:2])[CH3:22] |f:3.4,^1:14|. Procedure: 35.1 g (0.15 mol) of 2-acetylamino-4-nitrophenol, in the form of the potassium salt, are introduced into 105 ml of dimethylformamide and the mixture is then heated to 60° C., whilst stirring. 25.8 g (0.21 mol) of γ-dimethylaminopropyl chloride are then added; the reaction medium is heated at 90° C. for 210 minutes and is then poured into 750 g of iced water to which 40 ml of 1 N sodium hydroxide solution have been added. The expected product is extracted with methyl isobutyl ketone. After the me...